This data is from the Open Reaction Database (ORD), a public repository of structured organic reaction records. The task is: describe an organic reaction: reactants, conditions, products, and yield Reactants: NC1=NC(=NS1)C(Cl)(Cl)Cl (5-amino-3-trichloromethyl-1,2,4-thiadiazole), FC1=C(C(=O)Cl)C=CC=C1 (2-fluorobenzoyl chloride). Solvent: C=1(C(=CC=CC1)C)C (xylene). Product: FC1=C(C(=O)NC2=NC(=NS2)C(Cl)(Cl)Cl)C=CC=C1 (5-(2-Fluorobenzamido)-3-Trichloromethyl-1,2,4-Thiadiazole). Isolated yield 10.0%. As a reaction SMILES: [NH2:1][C:2]1[S:6][N:5]=[C:4]([C:7]([Cl:10])([Cl:9])[Cl:8])[N:3]=1.[F:11][C:12]1[CH:20]=[CH:19][CH:18]=[CH:17][C:13]=1[C:14](Cl)=[O:15]>C1(C)C(C)=CC=CC=1>[F:11][C:12]1[CH:20]=[CH:19][CH:18]=[CH:17][C:13]=1[C:14]([NH:1][C:2]1[S:6][N:5]=[C:4]([C:7]([Cl:10])([Cl:9])[Cl:8])[N:3]=1)=[O:15]. Reported procedure: A solution of 22.0 g (0.1 mole) 5-amino-3-trichloromethyl-1,2,4-thiadiazole and 16.0 g (0.1 mole) 2-fluorobenzoyl chloride in 250 ml xylene was heated at reflux for 20 hours. After filtration of the reaction mixture, the filtrate was concentrated to 30 ml whereupon a precipitation resulted. The precipitate was removed by filtration and recrystallized from benzene to give 3.4 g (10% yield) of pure product; m.p. 149° C. Starting materials: BrC=1C=CC(N(C1)C1=CC=CC=C1)=O (5-bromo-1-phenyl-1H-pyridin-2-one), C(C1=CC=CC=C1)(C1=CC=CC=C1)=N (benzophenone imine), C1=CC=C(C=C1)P(C2=CC=CC=C2)C3=C(C4=CC=CC=C4C=C3)C5=C(C=CC6=CC=CC=C65)P(C7=CC=CC=C7)C8=CC=CC=C8 ((R)-(+)-2,2′-bis(diphenylphosphino)-1,1′-binaphthyl), CC(C)([O-])C.[Na+] (sodium tert-butoxide). Reagents/catalysts: C=1C=CC(=CC1)/C=C/C(=O)/C=C/C2=CC=CC=C2.C=1C=CC(=CC1)/C=C/C(=O)/C=C/C2=CC=CC=C2.C=1C=CC(=CC1)/C=C/C(=O)/C=C/C2=CC=CC=C2.[Pd].[Pd] (tris(dibenzylideneacetone)-dipalladium(0)). The solvent is C1(=CC=CC=C1)C (toluene). Run at temperature 80 celsius. Product: C(C1=CC=CC=C1)(C1=CC=CC=C1)=NC=1C=CC(N(C1)C1=CC=CC=C1)=O (5-(Benzhydrylideneamino)-1-phenyl-1H-pyridin-2-one). As a reaction SMILES: Br[C:2]1[CH:3]=[CH:4][C:5](=[O:14])[N:6]([C:8]2[CH:13]=[CH:12][CH:11]=[CH:10][CH:9]=2)[CH:7]=1.[C:15](=[NH:28])([C:22]1[CH:27]=[CH:26][CH:25]=[CH:24][CH:23]=1)[C:16]1[CH:21]=[CH:20][CH:19]=[CH:18][CH:17]=1.C1C=CC(P(C2C=CC3C(=CC=CC=3)C=2C2C3C(=CC=CC=3)C=CC=2P(C2C=CC=CC=2)C2C=CC=CC=2)C2C=CC=CC=2)=CC=1.CC(C)([O-])C.[Na+]>C1C=CC(/C=C/C(/C=C/C2C=CC=CC=2)=O)=CC=1.C1C=CC(/C=C/C(/C=C/C2C=CC=CC=2)=O)=CC=1.C1C=CC(/C=C/C(/C=C/C2C=CC=CC=2)=O)=CC=1.[Pd].[Pd].C1(C)C=CC=CC=1>[C:15](=[N:28][C:2]1[CH:3]=[CH:4][C:5](=[O:14])[N:6]([C:8]2[CH:13]=[CH:12][CH:11]=[CH:10][CH:9]=2)[CH:7]=1)([C:22]1[CH:23]=[CH:24][CH:25]=[CH:26][CH:27]=1)[C:16]1[CH:21]=[CH:20][CH:19]=[CH:18][CH:17]=1 |f:3.4,5.6.7.8.9|. Reported procedure: Into a dried flask were added 5-bromo-1-phenyl-1H-pyridin-2-one (125 mg, 0.500 mmol), benzophenone imine (100 μl, 0.600 mmol), tris(dibenzylideneacetone)-dipalladium(0) (1.14 mg, 1.25 μmol), (R)-(+)-2,2′-bis(diphenylphosphino)-1,1′-binaphthyl (2.33 mg, 3.75 μmol), sodium tert-butoxide (67.2 mg, 0.700 mmol), and toluene (3 ml). The above mixture was flushed with N2 for 5 min and was then heated at 80° C. under an atmosphere of nitrogen for 5 h. After that time, the heating was stopped and the rea... Reactants: C(C)OC=1C(=CC2=C(C(=C(C(O2)=O)CCOS(=O)(=O)C)C)C1)OC (6-ethoxy-3-[2-(methanesulphonyloxy)ethyl]-7-methoxy-4-methyl-2H-1-benzopyran-2-one), C1(=CC=CC=C1)C1CCNCC1 (4-phenylpiperidine). The solvent is C(C)O (ethanol). Product: C(C)OC=1C(=CC2=C(C(=C(C(O2)=O)CCN2CCC(CC2)C2=CC=CC=C2)C)C1)OC (6-ethoxy-7-methoxy-4-methyl-3-[2-(4-phenyl-1-piperidinyl)ethyl]-2H-1-benzopyran-2-one). Isolated yield 69.0%. As a reaction SMILES: [CH2:1]([O:3][C:4]1[C:5]([O:23][CH3:24])=[CH:6][C:7]2[O:12][C:11](=[O:13])[C:10]([CH2:14][CH2:15]OS(C)(=O)=O)=[C:9]([CH3:21])[C:8]=2[CH:22]=1)[CH3:2].[C:25]1([CH:31]2[CH2:36][CH2:35][NH:34][CH2:33][CH2:32]2)[CH:30]=[CH:29][CH:28]=[CH:27][CH:26]=1>C(O)C>[CH2:1]([O:3][C:4]1[C:5]([O:23][CH3:24])=[CH:6][C:7]2[O:12][C:11](=[O:13])[C:10]([CH2:14][CH2:15][N:34]3[CH2:35][CH2:36][CH:31]([C:25]4[CH:30]=[CH:29][CH:28]=[CH:27][CH:26]=4)[CH2:32][CH2:33]3)=[C:9]([CH3:21])[C:8]=2[CH:22]=1)[CH3:2]. Procedure: Process A; starting materials: 6-ethoxy-3-[2-(methanesulphonyloxy)ethyl]-7-methoxy-4-methyl-2H-1-benzopyran-2-one (Example 29) and 4-phenylpiperidine; yield 69%; m.p. 195°-196° C. (from ethanol). Starting materials: CC(C)(C)OC(=O)N1CC1CO[Si](C)(C)C(C)(C)C, CO, N. Product: CC(C)(C)OC(=O)NC(CN)CO[Si](C)(C)C(C)(C)C. As a reaction SMILES: [C:1]([CH3:2])([CH3:3])([CH3:4])[Si:5]([O:6][CH2:7][CH:8]1[N:9]([C:11](=[O:12])[O:13][C:14]([CH3:15])([CH3:16])[CH3:17])[CH2:10]1)([CH3:18])[CH3:19].[CH3:21][OH:22].[NH3:20]>>[C:1]([CH3:2])([CH3:3])([CH3:4])[Si:5]([O:6][CH2:7][CH:8]([NH:9][C:11](=[O:12])[O:13][C:14]([CH3:15])([CH3:16])[CH3:17])[CH2:10][NH2:20])([CH3:18])[CH3:19]. Reactants: C(C=C)N (allylamine), CO, C(C=C)N (allylamine), C1(=CC=CC=C1)C (toluene), C(C)O[SiH](OCC)OCC (triethoxy silane), [C]=O (carbon monoxide). Run at temperature 110 celsius, time 30 minute. The product is C(C=C)N (allylamine), NC(C[Si](OCC)(OCC)OCC)C (beta-aminopropyl triethoxy silane). As a reaction SMILES: [CH2:1]([O:3][SiH:4]([O:8][CH2:9][CH3:10])[O:5][CH2:6][CH3:7])[CH3:2].[C]=O.[CH2:13]([NH2:16])[CH:14]=[CH2:15].[C:17]1([CH3:23])C=CC=C[CH:18]=1>>[CH2:13]([NH2:16])[CH:14]=[CH2:15].[NH2:16][CH:17]([CH3:23])[CH2:18][Si:4]([O:8][CH2:9][CH3:10])([O:5][CH2:6][CH3:7])[O:3][CH2:1][CH3:2] |^3:10|. Procedure details: A 200 ml. flask equipped with a stirrer, thermometer, dropping funnel, CO inlet tube and reflux condenser having a CO outlet tube, was charged with 41 grams of triethoxy silane (0.25 mole), 1.9 milligrams of tetrahodium dodecacarbonyl (2.5×10-6 mole) and 30 ml. of toluene. While passing carbon monoxide through the flask at a rate of 10 ml./min., the mixture was heated to a temperature of 110° C. under stirring. To the mixture 14 grams of allylamine (0.25 mole) was dropwise added in 2 minutes. Af... Reactants: O=C([O-])O, CC1CCCCN1CCCOc1ccc(N2CCN(C(=O)OC(C)(C)C)CC2)cc1, ClCCl, [Na+], O=C(O)C(F)(F)F. The product is CC1CCCCN1CCCOc1ccc(N2CCNCC2)cc1. RXN SMILES: [C:38](=[O:39])([OH:40])[O-:41].[CH3:1][CH:2]1[N:3]([CH2:8][CH2:9][CH2:10][O:11][c:12]2[cH:13][cH:14][c:15]([N:18]3[CH2:19][CH2:20][N:21]([C:24]([O:25][C:26]([CH3:27])([CH3:28])[CH3:29])=[O:30])[CH2:22][CH2:23]3)[cH:16][cH:17]2)[CH2:4][CH2:5][CH2:6][CH2:7]1.[Cl:43][CH2:44][Cl:45].[Na+:42].[OH:31][C:32]([C:33]([F:34])([F:35])[F:36])=[O:37]>>[CH3:1][CH:2]1[N:3]([CH2:8][CH2:9][CH2:10][O:11][c:12]2[cH:13][cH:14][c:15]([N:18]3[CH2:19][CH2:20][NH:21][CH2:22][CH2:23]3)[cH:16][cH:17]2)[CH2:4][CH2:5][CH2:6][CH2:7]1. The reactants are COC1=CC2=C(NC=N2)C=C1OC (5,6-Dimethoxy-1H-benzimidazole), [H-].[Na+] (NaH), O (water), COC(=O)C1=C(N=C(S1)Br)Br (2,4-Dibromo-thiazole-5-carboxylic acid methyl ester). Solvent: CN1C(CCC1)=O (1-methyl-2-pyrrolidinone). Conditions: time 1 hour. Yields the product COC(=O)C1=C(N=C(S1)N1C=NC2=C1C=C(C(=C2)OC)OC)Br (4-bromo-2-(5,6-dimethoxy-benzoimidazol-1-yl)-thiazole-5-carboxylic acid methyl ester). Isolated yield 71.1%. RXN SMILES: [CH3:1][O:2][C:3]1[C:11]([O:12][CH3:13])=[CH:10][C:6]2[NH:7][CH:8]=[N:9][C:5]=2[CH:4]=1.[H-].[Na+].[CH3:16][O:17][C:18]([C:20]1[S:24][C:23](Br)=[N:22][C:21]=1[Br:26])=[O:19].O>CN1CCCC1=O>[CH3:16][O:17][C:18]([C:20]1[S:24][C:23]([N:9]2[C:5]3[CH:4]=[C:3]([O:2][CH3:1])[C:11]([O:12][CH3:13])=[CH:10][C:6]=3[N:7]=[CH:8]2)=[N:22][C:21]=1[Br:26])=[O:19] |f:1.2|. Procedure details: To a solution of 5,6-Dimethoxy-1H-benzimidazole (1.0 g, 5.65 mmol) in 1-methyl-2-pyrrolidinone (10 ml) at 0° C. was added NaH (60% dispersion; 339 mg, 8.475 mmol). After gas evolution had stopped, 2,4-Dibromo-thiazole-5-carboxylic acid methyl ester (1.7 g, 5.65 mmol) was added. The resulting solution was stirred at ambient temperature for 1 hr. 50 ml water was added. The suspension was stirred for 10 min and filtered to afford 4-bromo-2-(5,6-dimethoxy-benzoimidazol-1-yl)-thiazole-5-carboxylic ac...